This data is from the Open Reaction Database (ORD), a public repository of structured organic reaction records. The task is: describe an organic reaction: reactants, conditions, products, and yield Reactants: C(C1=CC=CC=C1)OC(=O)NC(C(=O)N1C(NC(C1)=O)(C)C)C (1-[2-(benzyloxycarbonylamino)propanoyl]-2,2-dimethyl-4-imidazolidinone), [H][H] (hydrogen). The reagents and catalysts are [Pd] (palladium on charcoal). Yields the product NC(C(=O)N1C(NC(C1)=O)(C)C)C (1-(2-Aminopropanoyl)-2,2-dimethyl-4-imidazolidinone). Reaction SMILES: C(OC([NH:11][CH:12]([CH3:23])[C:13]([N:15]1[CH2:19][C:18](=[O:20])[NH:17][C:16]1([CH3:22])[CH3:21])=[O:14])=O)C1C=CC=CC=1.[H][H]>[Pd]>[NH2:11][CH:12]([CH3:23])[C:13]([N:15]1[CH2:19][C:18](=[O:20])[NH:17][C:16]1([CH3:22])[CH3:21])=[O:14]. Reported procedure: An ethanolic solution of 1-[2-(benzyloxycarbonylamino)propanoyl]-2,2-dimethyl-4-imidazolidinone (4.9 g) containing 1 g of 5% palladium on charcoal was stirred at room temperature while hydrogen was bubbled into the solution for 1 hour. Removal of the catalyst, evaporation of the solvent, and trituration of the residue with ethyl acetate afforded the title compound as a white powder m.p. 156° C. (decomp). Starting materials: C(C)(=O)OCCBr (bromoethyl acetate), C(C)(C)N(C(C)C)CC (N,N-diisopropylethylamine), [I-].[Na+] (sodium iodide), [Cl-].[NH4+] (ammonium chloride), C(C#CC)OC1=CC=C(C=C1)C[C@@H](C(=O)OCC(=O)OC)NC(=O)[C@@H](\C=C\CCCCCCC(CCCCCCC)=O)[C@](C(=O)OC(C)(C)C)(CC(=O)[O-])O (1-tert-Butyl (S)-2-{(E)-(S)-1-[(S)-2-(4-but-2-ynyloxy-phenyl)-1-methoxycarbonylmethoxycarbonyl-ethylcarbamoyl]-10-oxo-heptadec-2-enyl}-2-hydroxy-succinate). Run in ClCCl (dichloromethane). Run at temperature 40 celsius, time 19 hour. Yields the product C(C#CC)OC1=CC=C(C=C1)C[C@@H](C(=O)OCC(=O)OC)NC(=O)[C@@H](\C=C\CCCCCCC(CCCCCCC)=O)[C@](C(=O)OC(C)(C)C)(CC(=O)OC(C)OC(C)=O)O (1-tert-butyl 4-(1-acetoxy-ethyl) (S)-2-{(E)-(S)-1-[(S)-2-(4-but-2-ynyloxy-phenyl)-1-methoxycarbonylmethoxycarbonyl-ethylcarbamoyl]-10-oxo-heptadec-2-enyl}-2-hydroxy-succinate). Isolated yield 95.0%. RXN SMILES: [CH2:1]([O:5][C:6]1[CH:11]=[CH:10][C:9]([CH2:12][C@H:13]([NH:22][C:23]([C@H:25]([C@@:43]([OH:55])([CH2:51][C:52]([O-:54])=[O:53])[C:44]([O:46][C:47]([CH3:50])([CH3:49])[CH3:48])=[O:45])/[CH:26]=[CH:27]/[CH2:28][CH2:29][CH2:30][CH2:31][CH2:32][CH2:33][C:34](=[O:42])[CH2:35][CH2:36][CH2:37][CH2:38][CH2:39][CH2:40][CH3:41])=[O:24])[C:14]([O:16][CH2:17][C:18]([O:20][CH3:21])=[O:19])=[O:15])=[CH:8][CH:7]=1)[C:2]#[C:3][CH3:4].[C:56]([O:59][CH2:60][CH2:61]Br)(=[O:58])[CH3:57].C(N(CC)C(C)C)(C)C.[I-].[Na+].[Cl-].[NH4+]>ClCCl>[CH2:1]([O:5][C:6]1[CH:7]=[CH:8][C:9]([CH2:12][C@H:13]([NH:22][C:23]([C@H:25]([C@@:43]([OH:55])([CH2:51][C:52]([O:54][CH:60]([O:59][C:56](=[O:58])[CH3:57])[CH3:61])=[O:53])[C:44]([O:46][C:47]([CH3:48])([CH3:49])[CH3:50])=[O:45])/[CH:26]=[CH:27]/[CH2:28][CH2:29][CH2:30][CH2:31][CH2:32][CH2:33][C:34](=[O:42])[CH2:35][CH2:36][CH2:37][CH2:38][CH2:39][CH2:40][CH3:41])=[O:24])[C:14]([O:16][CH2:17][C:18]([O:20][CH3:21])=[O:19])=[O:15])=[CH:10][CH:11]=1)[C:2]#[C:3][CH3:4] |f:3.4,5.6|. Procedure details: 1-tert-Butyl (S)-2-{(E)-(S)-1-[(S)-2-(4-but-2-ynyloxy-phenyl)-1-methoxycarbonylmethoxycarbonyl-ethylcarbamoyl]-10-oxo-heptadec-2-enyl}-2-hydroxy-succinate (18 mg, 0.0233 mmol) was dissolved in dichloromethane (1.8 mL), and bromoethyl acetate (8.2 μL, 0.0700 mmol), N,N-diisopropylethylamine (12.2 μL, 0.0700 mmol), and sodium iodide (10.5 mg, 0.0700 mol) were added. The mixture was stirred at 40° C. for 19 hours and cooled to room temperature, and a saturated aqueous solution of ammonium chloride ... The reactants are CCCC[N+](CCCC)(CCCC)CCCC, C1CCOC1, CC(C)[Si](C(C)C)(C(C)C)n1ccc(-c2ccccn2)c1, [F-]. Product: c1ccc(-c2cc[nH]c2)nc1. Reaction SMILES: [CH2:23]([N+:24]([CH2:25][CH2:26][CH2:27][CH3:28])([CH2:29][CH2:30][CH2:31][CH3:32])[CH2:33][CH2:34][CH2:35][CH3:36])[CH2:37][CH2:38][CH3:39].[CH2:40]1[O:41][CH2:42][CH2:43][CH2:44]1.[CH:1]([Si:2]([CH:3]([CH3:4])[CH3:16])([n:5]1[cH:6][c:7](-[c:10]2[n:11][cH:12][cH:13][cH:14][cH:15]2)[cH:8][cH:9]1)[CH:17]([CH3:18])[CH3:19])([CH3:20])[CH3:21].[F-:22]>>[nH:5]1[cH:6][c:7](-[c:10]2[n:11][cH:12][cH:13][cH:14][cH:15]2)[cH:8][cH:9]1. Starting materials: C(C)N1N=C(C=C1OC1=CC=C(C=C1)C(F)(F)F)C=1C=C(C=CC1)C(C)(C)NS(=O)(=O)CC(F)(F)F (N-[2-(3-{1-ethyl-5-[4-(trifluoromethyl)phenoxy]-1H-pyrazol-3-yl}phenyl)propan-2-yl]-2,2,2-trifluoroethanesulfonamide), C(Cl)Cl (DCM), C1CC(=O)N(C1=O)I (NIS). The solvent is CCOC(=O)C (EtOAc). Reaction conditions: time 8 hour. The product is C(C)N1N=C(C(=C1OC1=CC=C(C=C1)C(F)(F)F)I)C=1C=C(C=CC1)C(C)(C)NS(=O)(=O)CC(F)(F)F (N-[2-(3-{1-ethyl-4-iodo-5-[4-(trifluoromethyl)phenoxy]-1H-pyrazol-3-yl}phenyl)propan-2-yl]-2,2,2-trifluoroethanesulfonamide). RXN SMILES: [CH2:1]([N:3]1[C:7]([O:8][C:9]2[CH:14]=[CH:13][C:12]([C:15]([F:18])([F:17])[F:16])=[CH:11][CH:10]=2)=[CH:6][C:5]([C:19]2[CH:20]=[C:21]([C:25]([NH:28][S:29]([CH2:32][C:33]([F:36])([F:35])[F:34])(=[O:31])=[O:30])([CH3:27])[CH3:26])[CH:22]=[CH:23][CH:24]=2)=[N:4]1)[CH3:2].C(Cl)Cl.C1C(=O)N([I:47])C(=O)C1>CCOC(C)=O>[CH2:1]([N:3]1[C:7]([O:8][C:9]2[CH:14]=[CH:13][C:12]([C:15]([F:18])([F:17])[F:16])=[CH:11][CH:10]=2)=[C:6]([I:47])[C:5]([C:19]2[CH:20]=[C:21]([C:25]([NH:28][S:29]([CH2:32][C:33]([F:36])([F:34])[F:35])(=[O:30])=[O:31])([CH3:27])[CH3:26])[CH:22]=[CH:23][CH:24]=2)=[N:4]1)[CH3:2]. Procedure: A solution of N-[2-(3-{1-ethyl-5-[4-(trifluoromethyl)phenoxy]-1H-pyrazol-3-yl}phenyl)propan-2-yl]-2,2,2-trifluoroethanesulfonamide (560 mg, 10.5 mmol) and DCM (6.97 mL) was cooled to 0° C., treated with NIS (706 mg, 3.14 mmol) in a single portion. The mixture was protected from light and allowed to warm to rt as it was stirred overnight. The reaction was diluted with EtOAc and washed with water 2×, sat. aq. NaHCO3, brine, dried (MgSO4) and concentrated to afford a white solid purified via MPLC, ... Starting materials: COC=1C=C(C=C(C1OC)OC)NC1=NC(=CN=C1)Cl (2-(3,4,5-trimethoxyphenylamino)-6-chloropyrazine), C1(=CC=CC=C1)B(O)O (phenylboronic acid). The product is COC=1C=C(C=C(C1OC)OC)NC1=NC(=CN=C1)C1=CC=CC=C1 (2-(3,4,5-trimethoxyphenylamino)-6-phenylpyrazine). The yield is 36.2%. As a reaction SMILES: [CH3:1][O:2][C:3]1[CH:4]=[C:5]([NH:13][C:14]2[CH:19]=[N:18][CH:17]=[C:16](Cl)[N:15]=2)[CH:6]=[C:7]([O:11][CH3:12])[C:8]=1[O:9][CH3:10].[C:21]1(B(O)O)[CH:26]=[CH:25][CH:24]=[CH:23][CH:22]=1>>[CH3:1][O:2][C:3]1[CH:4]=[C:5]([NH:13][C:14]2[CH:19]=[N:18][CH:17]=[C:16]([C:21]3[CH:26]=[CH:25][CH:24]=[CH:23][CH:22]=3)[N:15]=2)[CH:6]=[C:7]([O:11][CH3:12])[C:8]=1[O:9][CH3:10]. Procedure: Using Method C with 200 mg (0.68 mmol) 2a and 100 mg (0.82 mmol) phenylboronic acid, 83 mg (22.9%) pure title compound were obtained after preparative HPLC (eluent: AcOEt) purification of the whole batch. Reaction time: 20 hours. 1H-NMR (DMSO), δ (ppm), J (Hz): 3.64 (s, 3H, CH3O(4′)), 3.83 (s, 6H, CH3O(3′+5′)), 7.26 (s, 2H, Harom(2+6)), 7.51 (m, 3H, Harom 3′+4′+5′), 8.14 (m, 2H, Harom2′+6′), 8.16 (s, 1H, HP5), 8.52 (s, 1H, HP3), 9.58 (s, 1H, NHamine); MS, (C19H19N3O3), m/z: 338 [M++1, 100]. The reactants are ClC=1C=C2C(=NC1)NC=C2 (5-chloro-1H-pyrrolo[2,3-b]pyridine), [OH-].[K+] (potassium hydroxide), N1C(=NC2=C1C=CC=C2)COC2=CC(=C(C=O)C=C2OC)Cl (4-(1H-benzoimidazol-2-ylmethoxy)-2-chloro-5-methoxy-benzaldehyde), CO (methanol). Reaction conditions: time 8 hour. The product is N1C(=NC2=C1C=CC=C2)COC2=CC(=C(C=C2OC)C(O)C2=CNC1=NC=C(C=C12)Cl)Cl ([4-(1H-benzoimidazol-2-ylmethoxy)-2-chloro-5-methoxy-phenyl]-(5-chloro-1H-pyrrolo[2,3-b]pyridin-3-yl)-methanol). RXN SMILES: [Cl:1][C:2]1[CH:3]=[C:4]2[CH:10]=[CH:9][NH:8][C:5]2=[N:6][CH:7]=1.[NH:11]1[C:15]2[CH:16]=[CH:17][CH:18]=[CH:19][C:14]=2[N:13]=[C:12]1[CH2:20][O:21][C:22]1[C:29]([O:30][CH3:31])=[CH:28][C:25]([CH:26]=[O:27])=[C:24]([Cl:32])[CH:23]=1.CO.[OH-].[K+]>>[NH:11]1[C:15]2[CH:16]=[CH:17][CH:18]=[CH:19][C:14]=2[N:13]=[C:12]1[CH2:20][O:21][C:22]1[C:29]([O:30][CH3:31])=[CH:28][C:25]([CH:26]([C:10]2[C:4]3[C:5](=[N:6][CH:7]=[C:2]([Cl:1])[CH:3]=3)[NH:8][CH:9]=2)[OH:27])=[C:24]([Cl:32])[CH:23]=1 |f:3.4|. Procedure: 5-Chloro-1H-pyrrolo[2,3-b]pyridine (4, 783.9 mg, 0.005138 mol, prepared as described in Example 4) and 4-(H-benzoimidazol-2-ylmethoxy)-2-chloro-5-methoxy-benzaldehyde (137, 1.79 g, 0.00565 mmol) were combined in methanol (100 mL, 2 mol) and potassium hydroxide (2.88 g, 0.0514 mol) was added. The reaction was stirred at room temperature overnight. The reaction was adsorbed onto silica and purified by silica gel column chromatography, eluting with 1-15% methanol:dichloromethane to provide the desi... Reactants: O=C([O-])O, CCO, ClCC1CC1, [I-], [K+], [Na+], COc1ccc(CC2NCCc3cc(OC)c(O)cc32)cc1O. RXN SMILES: [C:24](=[O:25])([OH:26])[O-:27].[CH3:36][CH2:37][OH:38].[Cl:31][CH2:32][CH:33]1[CH2:34][CH2:35]1.[I-:30].[K+:29].[Na+:28].[OH:1][c:2]1[c:3]([O:22][CH3:23])[cH:4][c:5]2[c:10]([cH:11]1)[CH:9]([CH2:12][c:13]1[cH:14][c:15]([OH:21])[c:16]([O:19][CH3:20])[cH:17][cH:18]1)[NH:8][CH2:7][CH2:6]2>>[OH:1][c:2]1[c:3]([O:22][CH3:23])[cH:4][c:5]2[c:10]([cH:11]1)[CH:9]([CH2:12][c:13]1[cH:14][c:15]([OH:21])[c:16]([O:19][CH3:20])[cH:17][cH:18]1)[N:8]([CH2:32][CH:33]1[CH2:34][CH2:35]1)[CH2:7][CH2:6]2. Product: COc1ccc(CC2c3cc(O)c(OC)cc3CCN2CC2CC2)cc1O. Reactants: C(Br)C1CO1 (epibromohydrin), [Cl-].[Na+] (sodium chloride), [H-].[Na+] (sodium hydride), paraffin, CC1=NN=C(O1)C1=C(C=CC=C1)O (ortho-(5-methyl-1,3,4-oxadiazol-2-yl)-phenol). The solvent is CN(C)P(=O)(N(C)C)N(C)C (hexamethylphosphorotriamide), O1CCCC1 (tetrahydrofuran), O1CCCC1 (tetrahydrofuran). Conditions: time 32 hour. Product: O1C(COC2=C(C=CC=C2)C=2OC(=NN2)C)C1 (2,3-Epoxypropoxy-2-(5-methyl-1,3,4-oxadiazol-2-yl)-benzene). RXN SMILES: [H-].[Na+].[CH3:3][C:4]1[O:8][C:7]([C:9]2[CH:14]=[CH:13][CH:12]=[CH:11][C:10]=2[OH:15])=[N:6][N:5]=1.[CH2:16]([CH:18]1[O:20][CH2:19]1)Br.[Cl-].[Na+]>O1CCCC1.CN(P(N(C)C)(N(C)C)=O)C>[O:20]1[CH2:19][CH:18]1[CH2:16][O:15][C:10]1[CH:11]=[CH:12][CH:13]=[CH:14][C:9]=1[C:7]1[O:8][C:4]([CH3:3])=[N:5][N:6]=1 |f:0.1,4.5|. Procedure: 1.6 g of sodium hydride, in the form of a 55% strength suspension in paraffin oil (0.036 mole) are introduced into 70 ml of anhydrous tetrahydrofuran and 6.3 g (0.036 mole) of ortho-(5-methyl-1,3,4-oxadiazol-2-yl)-phenol, dissolved in 50 ml of tetrahydrofuran, are added dropwise. 5 g (0.036 mole) of epibromohydrin are then introduced dropwise, 10 ml of hexamethylphosphorotriamide are added to the reaction mixture, and the whole is stirred for 32 hours at room temperature. Thereafter, the reactio... RXN SMILES: [CH2:27]([CH3:28])[S:29](=[O:30])(=[O:31])[Cl:32].[Cl:1][c:2]1[cH:3][c:4]2[c:9]([cH:10][cH:11]1)[NH:8][CH:7]([c:12]1[c:13]([NH2:14])[cH:15][cH:16][cH:17][cH:18]1)[CH2:6][C:5]2([CH3:19])[CH3:20].[Cl:33][CH2:34][Cl:35].[cH:21]1[cH:22][cH:23][n:24][cH:25][cH:26]1>>[Cl:1][c:2]1[cH:3][c:4]2[c:9]([cH:10][cH:11]1)[NH:8][CH:7]([c:12]1[c:13]([NH:14][S:29]([CH2:27][CH3:28])(=[O:30])=[O:31])[cH:15][cH:16][cH:17][cH:18]1)[CH2:6][C:5]2([CH3:19])[CH3:20]. Reactants: CCS(=O)(=O)Cl, CC1(C)CC(c2ccccc2N)Nc2ccc(Cl)cc21, ClCCl, c1ccncc1. Product: CCS(=O)(=O)Nc1ccccc1C1CC(C)(C)c2cc(Cl)ccc2N1.